This data is from the Open Reaction Database (ORD), a public repository of structured organic reaction records. The task is: describe an organic reaction: reactants, conditions, products, and yield Starting materials: CN(C)CC1=CC=2CN(CCC2O1)S(=O)(=O)C1=CC=C(\C=C/C2=C(C=CC=C2)Cl)C=C1 ((Z)-N,N-Dimethyl-[5-(2-chlorostilbene-4'-sulfonyl)-4,5,6,7-tetrahydrofuro[3,2-c]pyridin-2-ylmethyl]amine), Cl (hydrogen chloride). Solvent: CO (methanol), CO (methanol). Yields the product Cl.CN(C)CC1=CC=2CN(CCC2O1)S(=O)(=O)C1=CC=C(\C=C/C2=C(C=CC=C2)Cl)C=C1 ((Z)-N,N-dimethyl-[5-(2-chlorostilbene-4'-sulfonyl)-4,5,6,7-tetrahydrofuro[3,2-c]pyridin-2-ylmethyl]amine hydrochloride). Reaction SMILES: [CH3:1][N:2]([CH2:4][C:5]1[O:13][C:12]2[CH2:11][CH2:10][N:9]([S:14]([C:17]3[CH:31]=[CH:30][C:20](/[CH:21]=[CH:22]\[C:23]4[CH:28]=[CH:27][CH:26]=[CH:25][C:24]=4[Cl:29])=[CH:19][CH:18]=3)(=[O:16])=[O:15])[CH2:8][C:7]=2[CH:6]=1)[CH3:3].Cl>CO>[ClH:29].[CH3:1][N:2]([CH2:4][C:5]1[O:13][C:12]2[CH2:11][CH2:10][N:9]([S:14]([C:17]3[CH:31]=[CH:30][C:20](/[CH:21]=[CH:22]\[C:23]4[CH:28]=[CH:27][CH:26]=[CH:25][C:24]=4[Cl:29])=[CH:19][CH:18]=3)(=[O:16])=[O:15])[CH2:8][C:7]=2[CH:6]=1)[CH3:3] |f:3.4|. Reported procedure: (Z)-N,N-Dimethyl-[5-(2-chlorostilbene-4'-sulfonyl)-4,5,6,7-tetrahydrofuro[3,2-c]pyridin-2-ylmethyl]amine 0.573 g was dissolved in 2 ml of methanol; hydrogen chloride in methanol was added in excess, followed by stirring. This mixture was concentrated to yield the desired product. Starting materials: CC(C)=C1CCC(C)CC1=O, Cc1ccccc1, C[Al](C)C, CCOC(C)=O, O. Product: CC1CCC(C(C)(C)C)C(=O)C1. RXN SMILES: [C:5]([CH3:6])([CH3:7])=[C:8]1[C:9](=[O:15])[CH2:10][CH:11]([CH3:14])[CH2:12][CH2:13]1.[CH3:17][c:18]1[cH:19][cH:20][cH:21][cH:22][cH:23]1.[CH3:1][Al:2]([CH3:3])[CH3:4].[CH3:24][CH2:25][O:26][C:27](=[O:28])[CH3:29].[OH2:16]>>[CH3:1][C:5]([CH3:6])([CH3:7])[CH:8]1[C:9](=[O:15])[CH2:10][CH:11]([CH3:14])[CH2:12][CH2:13]1. Run at temperature 60 celsius, time 5 hour. The product is BrC=1C=CC(=C(C1)[C@]1(N=C(CS(C1)(=O)=O)N)C)F ((R)-5-(5-bromo-2-fluoro-phenyl)-5-methyl-1,1-dioxo-1,2,5,6-tetrahydro-1λ6-[1,4]thiazin-3-ylamine). The yield is 69.2%. The reactants are BrC=1C=CC(=C(C1)[C@@]1(CS(CC(N1)=S)(=O)=O)C)F ((R)-5-(5-bromo-2-fluoro-phenyl)-5-methyl-1,1-dioxo-1λ6-thiomorpholin-3-thione), N (ammonia). Procedure: A mixture of (R)-5-(5-bromo-2-fluoro-phenyl)-5-methyl-1,1-dioxo-1λ6-thiomorpholin-3-thione (2.7 g, 7.67 mmol, Eq: 1.00) in ammonia (7 M in MeOH) (47.2 g, 60 ml, 420 mmol, Eq: 54.8) was stirred at 60° C. in a sealed tube for 5 hours. The yellow solution was evaporated, then chromatographed on 20 g silica gel with 0-80% ethyl acetate in heptane to give the (R)-5-(5-bromo-2-fluoro-phenyl)-5-methyl-1,1-dioxo-1,2,5,6-tetrahydro-1λ6-[1,4]thiazin-3-ylamine (1.78 g, 5.31 mmol, 69.3% yield) as a white fo... RXN SMILES: [Br:1][C:2]1[CH:3]=[CH:4][C:5]([F:18])=[C:6]([C@@:8]2([CH3:17])[NH:13][C:12](=S)[CH2:11][S:10](=[O:16])(=[O:15])[CH2:9]2)[CH:7]=1.[NH3:19]>>[Br:1][C:2]1[CH:3]=[CH:4][C:5]([F:18])=[C:6]([C@:8]2([CH3:17])[CH2:9][S:10](=[O:16])(=[O:15])[CH2:11][C:12]([NH2:19])=[N:13]2)[CH:7]=1. The reactants are CI, ClCCl, [H-], [Na+], CN(C)C=O, O, O=C1Cc2ccccc2-c2ccccc2N1. The product is CC1C(=O)Nc2ccccc2-c2ccccc21. RXN SMILES: [CH3:19][I:20].[Cl:26][CH2:27][Cl:28].[H-:1].[Na+:2].[O:21]=[CH:22][N:23]([CH3:24])[CH3:25].[OH2:29].[cH:3]1[cH:4][cH:5][cH:6][c:7]2[c:13]1-[c:12]1[c:11]([cH:17][cH:16][cH:15][cH:14]1)[CH2:10][C:9](=[O:18])[NH:8]2>>[cH:3]1[cH:4][cH:5][cH:6][c:7]2[c:13]1-[c:12]1[c:11]([cH:17][cH:16][cH:15][cH:14]1)[CH:10]([CH3:19])[C:9](=[O:18])[NH:8]2. Starting materials: FC(C(=O)O)(F)F (Trifluoroacetic acid), BrC1=CC=C(C=C1)N(CC(=O)N1C[C@H](CC1)NC(OC(C)(C)C)=O)C(\C=C\C1=CC=CC=C1)=O ([(S)-1-(2-{(4-bromophenyl)-[(E)-(3-phenylacryloyl)]amino}acetyl)pyrrolidin-3-yl]carbamic acid, tert-butyl ester). Run in ClCCl (dichloromethane). Run at time 16 hour. Yields the product N[C@@H]1CN(CC1)C(CN(C(\C=C\C1=CC=CC=C1)=O)C1=CC=C(C=C1)OC1=CC=CC=C1)=O ((E)-N-[2-((S)-3-Aminopyrrolidin-1-yl)-2-oxo-ethyl]-N-(4-phenoxyphenyl)-3-phenylacrylamide). Yield: 86.0%. RXN SMILES: F[C:2](F)(F)[C:3]([OH:5])=O.Br[C:9]1[CH:14]=[CH:13][C:12]([N:15]([C:32](=[O:41])/[CH:33]=[CH:34]/[C:35]2[CH:40]=[CH:39][CH:38]=[CH:37][CH:36]=2)[CH2:16][C:17]([N:19]2[CH2:23][CH2:22][C@H:21]([NH:24]C(=O)OC(C)(C)C)[CH2:20]2)=[O:18])=[CH:11][CH:10]=1>ClCCl>[NH2:24][C@H:21]1[CH2:22][CH2:23][N:19]([C:17](=[O:18])[CH2:16][N:15]([C:12]2[CH:13]=[CH:14][C:9]([O:5][C:3]3[CH:2]=[CH:11][CH:10]=[CH:9][CH:14]=3)=[CH:10][CH:11]=2)[C:32](=[O:41])/[CH:33]=[CH:34]/[C:35]2[CH:36]=[CH:37][CH:38]=[CH:39][CH:40]=2)[CH2:20]1. Procedure: Trifluoroacetic acid (30 mL) was added to a solution of [(S)-1-(2-{(4-bromophenyl)-[(E)-(3-phenylacryloyl)]amino}acetyl)pyrrolidin-3-yl]carbamic acid, tert-butyl ester 3 (4.0 g, 7.57 mmol) in dichloromethane (90 mL). The reaction mixture was stirred at room temperature for 16 h, and then concentrated in vacuo. The residue was dissolved in ethyl acetate, washed with 1M NaOH (×2), brine, dried (Na2SO4) and evaporated to give the title compound as a foam (2.78 g, 86%). 1HNMR (300 MHz) (d6-DMSO) δ 1...